This data is from the Open Reaction Database (ORD), a public repository of structured organic reaction records. The task is: describe an organic reaction: reactants, conditions, products, and yield The reactants are COC=1C=C(C=C(C1OC)OC)B(O)O (3,4,5-Trimethoxyphenylboronic acid), BrC1=CC=[N+](C=C1)[O-] (4-bromopyridine-N-oxide). The product is COC=1C=C(C=C(C1OC)OC)C1=CC=[N+](C=C1)[O-] (4-(3,4,5-Trimethoxyphenyl)pyridine-N-oxide). RXN SMILES: [CH3:1][O:2][C:3]1[CH:4]=[C:5](B(O)O)[CH:6]=[C:7]([O:11][CH3:12])[C:8]=1[O:9][CH3:10].Br[C:17]1[CH:22]=[CH:21][N+:20]([O-:23])=[CH:19][CH:18]=1>>[CH3:1][O:2][C:3]1[CH:4]=[C:5]([C:17]2[CH:22]=[CH:21][N+:20]([O-:23])=[CH:19][CH:18]=2)[CH:6]=[C:7]([O:11][CH3:12])[C:8]=1[O:9][CH3:10]. Procedure details: 3,4,5-Trimethoxyphenylboronic acid (2.49 g) and 4-bromopyridine-N-oxide (2.25 g) were reacted in the same manner as in Preparation Example 1 to obtain the title compound. Reactants: Cc1ccc(CCBr)s1, O=C(OC1CN2CCC1CC2)C1(c2ccccc2)CCCCCC1. Product: [Br-], Cc1ccc(CC[N+]23CCC(CC2)C(OC(=O)C2(c4ccccc4)CCCCCC2)C3)s1. RXN SMILES: [Br:25][CH2:26][CH2:27][c:28]1[s:29][c:30]([CH3:33])[cH:31][cH:32]1.[c:1]1([C:7]2([C:14](=[O:15])[O:16][CH:17]3[CH2:18][N:19]4[CH2:20][CH2:21][CH:22]3[CH2:23][CH2:24]4)[CH2:8][CH2:9][CH2:10][CH2:11][CH2:12][CH2:13]2)[cH:2][cH:3][cH:4][cH:5][cH:6]1>>[Br-:25].[c:1]1([C:7]2([C:14](=[O:15])[O:16][CH:17]3[CH2:18][N+:19]4([CH2:26][CH2:27][c:28]5[s:29][c:30]([CH3:33])[cH:31][cH:32]5)[CH2:20][CH2:21][CH:22]3[CH2:23][CH2:24]4)[CH2:8][CH2:9][CH2:10][CH2:11][CH2:12][CH2:13]2)[cH:2][cH:3][cH:4][cH:5][cH:6]1. Starting materials: CCN=C=NCCCN(C)C, CCN(C(C)C)C(C)C, Cl, Nc1cccnc1, Cc1ccc(C#N)cc1OC1CNC1, CN(C)C=O, On1nnc2ccccc21, O=C(O)CNC(=O)c1cn(-c2cccnc2)nn1. Yields the product Cc1ccc(C#N)cc1OC1CN(C(=O)CNC(=O)c2cn(-c3cccnc3)nn2)C1. As a reaction SMILES: [CH3:20][CH2:21][N:22]=[C:23]=[N:24][CH2:25][CH2:26][CH2:27][N:28]([CH3:29])[CH3:30].[CH:1]([N:2]([CH2:3][CH3:4])[CH:5]([CH3:6])[CH3:7])([CH3:8])[CH3:9].[ClH:56].[NH2:49][c:50]1[cH:51][n:52][cH:53][cH:54][cH:55]1.[NH:57]1[CH2:58][CH:59]([O:61][c:62]2[cH:63][c:64]([C:65]#[N:66])[cH:67][cH:68][c:69]2[CH3:70])[CH2:60]1.[O:71]=[CH:72][N:73]([CH3:74])[CH3:75].[OH:10][n:11]1[c:12]2[c:13]([cH:14][cH:15][cH:16][cH:17]2)[n:18][n:19]1.[n:31]1[cH:32][c:33](-[n:37]2[n:38][n:39][c:40]([C:42](=[O:43])[NH:44][CH2:45][C:46](=[O:47])[OH:48])[cH:41]2)[cH:34][cH:35][cH:36]1>>[n:31]1[cH:32][c:33](-[n:37]2[n:38][n:39][c:40]([C:42](=[O:43])[NH:44][CH2:45][C:46](=[O:48])[N:57]3[CH2:58][CH:59]([O:61][c:62]4[cH:63][c:64]([C:65]#[N:66])[cH:67][cH:68][c:69]4[CH3:70])[CH2:60]3)[cH:41]2)[cH:34][cH:35][cH:36]1. The reactants are CCO, CCOC(=O)C=C1CCOCC1. Yields the product CCOC(=O)CC1CCOCC1. RXN SMILES: [CH3:13][CH2:14][OH:15].[O:1]1[CH2:2][CH2:3][C:4](=[CH:7][C:8](=[O:9])[O:10][CH2:11][CH3:12])[CH2:5][CH2:6]1>>[O:1]1[CH2:2][CH2:3][CH:4]([CH2:7][C:8](=[O:9])[O:10][CH2:11][CH3:12])[CH2:5][CH2:6]1. Reactants: IC1=C(C=CC=C1)CC(=O)O (2-iodophenylacetic acid), S(=O)(Cl)Cl (thionyl chloride). Product: IC1=C(C=CC=C1)CC(=O)Cl (2-iodophenylacetyl chloride). As a reaction SMILES: [I:1][C:2]1[CH:7]=[CH:6][CH:5]=[CH:4][C:3]=1[CH2:8][C:9]([OH:11])=O.S(Cl)([Cl:14])=O>>[I:1][C:2]1[CH:7]=[CH:6][CH:5]=[CH:4][C:3]=1[CH2:8][C:9]([Cl:14])=[O:11]. Procedure details: A solution of 13.32 g (0.05 mol) of 2-iodophenylacetic acid in 75 ml thionyl chloride is refluxed for 2 hours, and the volatiles removed under vacuum. Toluene is added (3 times) and the solvent removed under vacuum after each addition to give 2-iodophenylacetyl chloride as a gum. To the preceding compound (0.05 mol) in a mixture of 100 ml of toluene-dichloromethane (1:1) is added 11 g (0.05 mol) of 2-iodoaniline and (0.10 mol) of diisopropylethylamine. The mixture is stirred at room temperature ... Starting materials: C(C)(C)(C)OC(=O)N1CCN(CC1)C(=O)C1=NC(=C(C=C1C1=CC(=CC=C1)C(F)(F)F)C)C(=O)N1CCC(CC1)N1CCCC1 (4-[5-Methyl-6-(4-pyrrolidin-1-yl-piperidine-1-carbonyl)-3-(3-trifluoromethyl-phenyl)-pyridine-2-carbonyl]-piperazine-1-carboxylic acid tert-butyl ester), Cl.O1CCOCC1 (HCl dioxane). The solvent is CO (methanol). Product: CC=1C=C(C(=NC1C(=O)N1CCC(CC1)N1CCCC1)C(=O)N1CCNCC1)C1=CC(=CC=C1)C(F)(F)F ([5-Methyl-6-(4-pyrrolidin-1-yl-piperidine-1-carbonyl)-3-(3-trifluoromethyl-phenyl)-pyridin-2-yl]-piperazin-1-yl-methanone). RXN SMILES: C(OC([N:8]1[CH2:13][CH2:12][N:11]([C:14]([C:16]2[C:21]([C:22]3[CH:27]=[CH:26][CH:25]=[C:24]([C:28]([F:31])([F:30])[F:29])[CH:23]=3)=[CH:20][C:19]([CH3:32])=[C:18]([C:33]([N:35]3[CH2:40][CH2:39][CH:38]([N:41]4[CH2:45][CH2:44][CH2:43][CH2:42]4)[CH2:37][CH2:36]3)=[O:34])[N:17]=2)=[O:15])[CH2:10][CH2:9]1)=O)(C)(C)C.Cl.O1CCOCC1>CO>[CH3:32][C:19]1[CH:20]=[C:21]([C:22]2[CH:27]=[CH:26][CH:25]=[C:24]([C:28]([F:31])([F:29])[F:30])[CH:23]=2)[C:16]([C:14]([N:11]2[CH2:12][CH2:13][NH:8][CH2:9][CH2:10]2)=[O:15])=[N:17][C:18]=1[C:33]([N:35]1[CH2:40][CH2:39][CH:38]([N:41]2[CH2:45][CH2:44][CH2:43][CH2:42]2)[CH2:37][CH2:36]1)=[O:34] |f:1.2|. Procedure: In analogy to the procedure described for the preparation of example 60, 4-[5-methyl-6-(4-pyrrolidin-1-yl-piperidine-1-carbonyl)-3-(3-trifluoromethyl-phenyl)-pyridine-2-carbonyl]-piperazine-1-carboxylic acid tert-butyl ester (example 59) was reacted with HCl/dioxane in methanol to give the title compound as light yellow solid. MS: 530.2 (MH+). The reactants are C(C)(C)OC1=C(C=C(C=C1)C1=CC=C(C=C1)S(=O)(=O)C)O (4-isopropoxy-4′-methanesulfonyl-biphenyl-3-ol), C([O-])([O-])=O.[K+].[K+] (potassium carbonate), [I-].CCCC (butane iodide). Reagents/catalysts: [I-].C(CCC)[N+](CCCC)(CCCC)CCCC (tetrabutylammoniumiodide). Solvent: CC(=O)CC (methylethylketone). Run at temperature 40 celsius. The product is C(CCC)OC=1C=C(C=CC1OC(C)C)C1=CC=C(C=C1)S(=O)(=O)C (3-Butoxy-4-isopropoxy-4′-methanesulfonyl-biphenyl). Isolated yield 88.0%. Reaction SMILES: [CH:1]([O:4][C:5]1[CH:10]=[CH:9][C:8]([C:11]2[CH:16]=[CH:15][C:14]([S:17]([CH3:20])(=[O:19])=[O:18])=[CH:13][CH:12]=2)=[CH:7][C:6]=1[OH:21])([CH3:3])[CH3:2].C(=O)([O-])[O-].[K+].[K+].[I-].[CH3:29][CH2:30][CH2:31][CH3:32]>CC(CC)=O.[I-].C([N+](CCCC)(CCCC)CCCC)CCC>[CH2:29]([O:21][C:6]1[CH:7]=[C:8]([C:11]2[CH:16]=[CH:15][C:14]([S:17]([CH3:20])(=[O:18])=[O:19])=[CH:13][CH:12]=2)[CH:9]=[CH:10][C:5]=1[O:4][CH:1]([CH3:3])[CH3:2])[CH2:30][CH2:31][CH3:32] |f:1.2.3,4.5,7.8|. Reported procedure: 4-isopropoxy-4′-methanesulfonyl-biphenyl-3-ol (30 mg) and potassium carbonate (20 mg) were dissolved in methylethylketone. Afterward, butane iodide (27 mg) and tetrabutylammoniumiodide (2-3 mg) was added one after another and heated for 24 hours at 40° C. After filtering just potassium carbonate, the residue was separated through a silica gel attributed chromatography (an eluting agent: ethylacetate/n-hexane=1/1, v/v). As a result, the present compound (30 mg, productive yield 88%) was obtained. Reactants: CC(=O)c1c(O)cc(C)n(-c2c(Cl)cccc2Cl)c1=O, CCCCO, O=S(=O)(O)O. Product: Cc1cc(O)cc(=O)n1-c1c(Cl)cccc1Cl. RXN SMILES: [C:1](=[O:2])([CH3:3])[c:4]1[c:5](=[O:20])[n:6](-[c:12]2[c:13]([Cl:19])[cH:14][cH:15][cH:16][c:17]2[Cl:18])[c:7]([CH3:11])[cH:8][c:9]1[OH:10].[CH2:26]([OH:27])[CH2:28][CH2:29][CH3:30].[S:21](=[O:22])(=[O:23])([OH:24])[OH:25]>>[cH:4]1[c:5](=[O:20])[n:6](-[c:12]2[c:13]([Cl:19])[cH:14][cH:15][cH:16][c:17]2[Cl:18])[c:7]([CH3:11])[cH:8][c:9]1[OH:10].